From a dataset of the Open Reaction Database (ORD), a public repository of structured organic reaction records. describe an organic reaction: reactants, conditions, products, and yield The reactants are CC1=C(C=NC=C1)N1C(NCC1)=O (1-(4-methyl-pyridin-3-yl)-imidazolidin-2-one), BrC=1C=CC=2N(C1)C=CN2 (6-bromo-imidazo[1,2-a]pyridine), N[C@H]1[C@@H](CCCC1)N (trans-1,2-diamino cyclohexane), P(=O)([O-])([O-])[O-].[K+].[K+].[K+] (potassium phosphate). Reagents/catalysts: [Cu](I)I (copper iodide). The solvent is O1CCOCC1 (1,4-dioxane). The product is N=1C=CN2C1C=CC(=C2)N2C(N(CC2)C=2C=NC=CC2C)=O (1-Imidazo[1,2-a]pyridin-6-yl-3-(4-methyl-pyridin-3-yl)-imidazolidin-2-one). The yield is 44.3%. As a reaction SMILES: [CH3:1][C:2]1[CH:7]=[CH:6][N:5]=[CH:4][C:3]=1[N:8]1[CH2:12][CH2:11][NH:10][C:9]1=[O:13].Br[C:15]1[CH:16]=[CH:17][C:18]2[N:19]([CH:21]=[CH:22][N:23]=2)[CH:20]=1.N[C@@H]1CCCC[C@H]1N.P([O-])([O-])([O-])=O.[K+].[K+].[K+]>[Cu](I)I.O1CCOCC1>[N:23]1[CH:22]=[CH:21][N:19]2[CH:20]=[C:15]([N:10]3[CH2:11][CH2:12][N:8]([C:3]4[CH:4]=[N:5][CH:6]=[CH:7][C:2]=4[CH3:1])[C:9]3=[O:13])[CH:16]=[CH:17][C:18]=12 |f:3.4.5.6|. Procedure details: Using the same reaction conditions as in Example 14, 1-(4-methyl-pyridin-3-yl)-imidazolidin-2-one (I-14b: 150 mg, 0.847 mmol) was reacted with 6-bromo-imidazo[1,2-a]pyridine (249.5 mg, 1.27 mmol), 1,4-dioxane (10 mL), copper iodide (16.13 mg, 0.0847 mmol), trans-1,2-diamino cyclohexane (0.03 mL, 0.254 mmol) and potassium phosphate (539 mg, 2.54 mmol) to afford the crude product. Purification by column chromatography on silica gel (5% MeOH in CHCl3) afforded 110 mg of the product (44.35% yield). Reactants: N#Cc1ccc(C=CC2CCC(=O)CC2)cc1, C, Cc1ccccc1, CCO, [H][H], [Pd]. Yields the product N#Cc1ccc(CCC2CCC(=O)CC2)cc1. As a reaction SMILES: [C:1](#[N:2])[c:3]1[cH:4][cH:5][c:6]([CH:9]=[CH:10][CH:11]2[CH2:12][CH2:13][C:14](=[O:17])[CH2:15][CH2:16]2)[cH:7][cH:8]1.[C:27].[CH3:18][c:19]1[cH:20][cH:21][cH:22][cH:23][cH:24]1.[CH3:29][CH2:30][OH:31].[H:25][H:26].[Pd:28]>>[C:1](#[N:2])[c:3]1[cH:4][cH:5][c:6]([CH2:9][CH2:10][CH:11]2[CH2:12][CH2:13][C:14](=[O:17])[CH2:15][CH2:16]2)[cH:7][cH:8]1. Reactants: N1C=CC2=CC=CC=C12 (indole), CCOCC (Et2O), S(C)C (Me2S), ClN1C(CCC1=O)=O (N-chlorosuccinimide). Solvent: C(Cl)Cl (DCM), C(Cl)Cl (DCM). Conditions: temperature 100 celsius, time 35 minute. The product is CSC1=CNC2=CC=CC=C12 (3-methylsulfanyl-1H-indole). The yield is 98.6%. As a reaction SMILES: [S:1]([CH3:3])[CH3:2].ClN1C(=O)CCC1=O.[NH:12]1[C:20]2[C:15](=[CH:16][CH:17]=[CH:18][CH:19]=2)C=[CH:13]1.CCOCC>C(Cl)Cl>[CH3:2][S:1][C:3]1[C:15]2[C:20](=[CH:19][CH:18]=[CH:17][CH:16]=2)[NH:12][CH:13]=1. Reported procedure: Me2S (955 μL, 13 mmol) was added to a solution of N-chlorosuccinimide (NCS, 1.47 g, 11 mmol) in DCM (80 mL) at 0° C., and stirred under N2 for 35 min. A solution of indole (1.17 g, 10 mmol) in DCM was added slowly, stirring at 0° C. for 2 h. While still cold, Et2O was added, and the white gum that formed was filtered off, dried under vacuum for 1.5 h, and stored at RT overnight. The intermediate was dissolved in DMSO, and the mixture heated to 100° C. under vacuum for 25 min. The product was pou... Reactants: O1CCOCC1 (1,4-dioxane), C(=O)([O-])[O-].[Na+].[Na+] (Na2CO3), BrC1=C/C(/OC1(C)C)=C/1\C(NC2=CC(=CC=C12)F)=O ((3E)-3-(4-bromo-5,5-dimethylfuran-2(5H)-ylidene)-6-fluoro-1,3-dihydro-2H-indol-2-one), COC(=O)C1=CC=C(C=C1)B(O)O (4-methoxycarbonylphenylboronic acid). Reagents/catalysts: Cl[Pd]([P](C1=CC=CC=C1)(C2=CC=CC=C2)C3=CC=CC=C3)([P](C4=CC=CC=C4)(C5=CC=CC=C5)C6=CC=CC=C6)Cl (PdCl2(PPh3)2). Run in O (water). Conditions: temperature 80 celsius. Yields the product FC1=CC=C2/C(/C(NC2=C1)=O)=C\1/C=C(C(O1)(C)C)C1=CC=C(C(=O)OC)C=C1 (methyl 4-[(5E)-5-(6-fluoro-2-oxo-1,2-dihydro-3H-indol-3-ylidene)-2,2-dimethyl-2,5-dihydrofuran-3-yl]benzoate). As a reaction SMILES: O1CCOCC1.Br[C:8]1[C:12]([CH3:14])([CH3:13])[O:11]/[C:10](=[C:15]2/[C:16](=[O:25])[NH:17][C:18]3[C:23]/2=[CH:22][CH:21]=[C:20]([F:24])[CH:19]=3)/[CH:9]=1.[CH3:26][O:27][C:28]([C:30]1[CH:35]=[CH:34][C:33](B(O)O)=[CH:32][CH:31]=1)=[O:29].C([O-])([O-])=O.[Na+].[Na+]>Cl[Pd](Cl)([P](C1C=CC=CC=1)(C1C=CC=CC=1)C1C=CC=CC=1)[P](C1C=CC=CC=1)(C1C=CC=CC=1)C1C=CC=CC=1.O>[F:24][C:20]1[CH:19]=[C:18]2[C:23](/[C:15](=[C:10]3/[CH:9]=[C:8]([C:33]4[CH:34]=[CH:35][C:30]([C:28]([O:27][CH3:26])=[O:29])=[CH:31][CH:32]=4)[C:12]([CH3:14])([CH3:13])[O:11]/3)/[C:16](=[O:25])[NH:17]2)=[CH:22][CH:21]=1 |f:3.4.5,^1:47,66|. Procedure details: To 30 mL of 1,4-dioxane, was added the following reagents: (3E)-3-(4-bromo-5,5-dimethylfuran-2(5H)-ylidene)-6-fluoro-1,3-dihydro-2H-indol-2-one (500 mg, 1.54 mmol), 4-methoxycarbonylphenylboronic acid (333 mg, 1.85 mmol), PdCl2(PPh3)2 (54 mg, 0.077 mmol), 1M Na2CO3 aqueous solution (6.2 mL, 6.2 mmol). The mixture was heated at 80° C. under N2 for 1 hour, cooled to room temperature and poured into 200 mL of water. The brown precipitates were filtered, washed with water and dried to give the crude... Product: C1(CCCC1)SC1=NC=CC=C1COC1=C(C=C(C=C1)CCC(=O)O)F (3-[4-(2-cyclopentylsulfanyl-pyridin-3-ylmethoxy)-3-fluoro-phenyl]-propionic acid). Isolated yield 85.6%. Reaction SMILES: Cl[CH2:2][C:3]1[C:4]([S:9][CH:10]2[CH2:14][CH2:13][CH2:12][CH2:11]2)=[N:5][CH:6]=[CH:7][CH:8]=1.C[O:16][C:17](=[O:28])[CH2:18][CH2:19][C:20]1[CH:25]=[CH:24][C:23]([OH:26])=[C:22]([F:27])[CH:21]=1>>[CH:10]1([S:9][C:4]2[C:3]([CH2:2][O:26][C:23]3[CH:24]=[CH:25][C:20]([CH2:19][CH2:18][C:17]([OH:28])=[O:16])=[CH:21][C:22]=3[F:27])=[CH:8][CH:7]=[CH:6][N:5]=2)[CH2:14][CH2:13][CH2:12][CH2:11]1. Procedure: 3-Chloromethyl-2-cyclopentylsulfanyl-pyridine (0.032 g, 0.14 mmol) obtained in Step C of Preparation Example 8 and 3-(3-fluoro-4-hydroxy-phenyl)-propionic acid methyl ester (0.030 g, 0.14 mmol) obtained in Step C of Preparation Example 6 were used to react sequentially in the same manner as in Steps A and B of Example 1 to obtain the title compound (0.045 g, 84%). Starting materials: ClCC=1C(=NC=CC1)SC1CCCC1 (3-Chloromethyl-2-cyclopentylsulfanyl-pyridine), COC(CCC1=CC(=C(C=C1)O)F)=O (3-(3-fluoro-4-hydroxy-phenyl)-propionic acid methyl ester). Starting materials: C1(CC1)N1C=C(C(C2=CC(=C(C=C12)C1=C(C(=CC(=C1)C1OCC(CO1)(C)C)OC)OC)F)=O)C(=O)OCC (ethyl 1-cyclopropyl-7-[5-(5,5-dimethyl-1,3-dioxan-2-yl)-2,3-dimethoxy-phenyl]-6-fluoro-1,4-dihydro-4-oxo-quinoline-3-carboxylate), Cl (hydrochloric acid). Run in C(C)O (ethanol). Product: C1(CC1)N1C=C(C(C2=CC(=C(C=C12)C1=C(C(=CC(=C1)C=O)OC)OC)F)=O)C(=O)O (1-cyclopropyl-6-fluoro-7-(5-formyl-2,3-dimethoxy-phenyl)-1,4-dihydro-4-oxo-quinoline-3-carboxylic acid). The yield is 73.3%. RXN SMILES: [CH:1]1([N:4]2[C:13]3[C:8](=[CH:9][C:10]([F:32])=[C:11]([C:14]4[CH:19]=[C:18]([CH:20]5OCC(C)(C)C[O:21]5)[CH:17]=[C:16]([O:28][CH3:29])[C:15]=4[O:30][CH3:31])[CH:12]=3)[C:7](=[O:33])[C:6]([C:34]([O:36]CC)=[O:35])=[CH:5]2)[CH2:3][CH2:2]1.Cl>C(O)C>[CH:1]1([N:4]2[C:13]3[C:8](=[CH:9][C:10]([F:32])=[C:11]([C:14]4[CH:19]=[C:18]([CH:20]=[O:21])[CH:17]=[C:16]([O:28][CH3:29])[C:15]=4[O:30][CH3:31])[CH:12]=3)[C:7](=[O:33])[C:6]([C:34]([OH:36])=[O:35])=[CH:5]2)[CH2:2][CH2:3]1. Procedure details: 575 mg of ethyl 1-cyclopropyl-7-[5-(5,5-dimethyl-1,3-dioxan-2-yl)-2,3-dimethoxy-phenyl]-6-fluoro-1,4-dihydro-4-oxo-quinoline-3-carboxylate (Example 7a)) are heated to boiling under reflux in a mixture of 8 ml of a 2N aqueous hydrochloric acid solution and 5 ml of ethanol for 6 hrs. The reaction mixture is cooled in an ice bath and the separated precipitate is filtered off under suction and washed with 20 ml of water and with 50 ml of ether. 330 mg (73%) of 1-cyclopropyl-6-fluoro-7-(5-formyl-2,3-... Starting materials: C1(CC1)CN1C(N(C(C=C1NN)=O)C)=O (1-(cyclopropylmethyl)-6-hydrazino-3-methylpyrimidine-2,4(1H,3H)-dione), ClC=1C=C2C(=NNC2=CC1)C=O (5-chloro-1H-indazole-3-carbaldehyde), C(=O)C1=CC(=CN1C)C#N (5-formyl-1-methyl-1H-pyrrole-3-carbonitrile). Yields the product ClC=1C=C2C(=NNC2=CC1)CN1N=C2N(C(N(C(C2=C1C1=CC(=CN1C)C#N)=O)C)=O)CC1CC1 (5-[2-[(5-chloro-1H-indazol-3-yl)methyl]-7-(cyclopropylmethyl)-5-methyl-4,6-dioxo-4,5,6,7-tetrahydro-2H-pyrazolo[3,4-d]pyrimidin-3-yl]-1-methyl-1H-pyrrole-3-carbonitrile). RXN SMILES: [CH:1]1([CH2:4][N:5]2[C:10]([NH:11][NH2:12])=[CH:9][C:8](=[O:13])[N:7]([CH3:14])[C:6]2=[O:15])[CH2:3][CH2:2]1.[Cl:16][C:17]1[CH:18]=[C:19]2[C:23](=[CH:24][CH:25]=1)[NH:22][N:21]=[C:20]2[CH:26]=O.[CH:28]([C:30]1[N:34]([CH3:35])[CH:33]=[C:32]([C:36]#[N:37])[CH:31]=1)=O>>[Cl:16][C:17]1[CH:18]=[C:19]2[C:23](=[CH:24][CH:25]=1)[NH:22][N:21]=[C:20]2[CH2:26][N:12]1[C:28]([C:30]2[N:34]([CH3:35])[CH:33]=[C:32]([C:36]#[N:37])[CH:31]=2)=[C:9]2[C:10]([N:5]([CH2:4][CH:1]3[CH2:2][CH2:3]3)[C:6](=[O:15])[N:7]([CH3:14])[C:8]2=[O:13])=[N:11]1. Procedure: This compound was made following the procedure described above, starting with 1-(cyclopropylmethyl)-6-hydrazino-3-methylpyrimidine-2,4(1H,3H)-dione, and condensing first with 5-chloro-1H-indazole-3-carbaldehyde, followed by 5-formyl-1-methyl-1H-pyrrole-3-carbonitrile. Mass: 489.10 (M+H). Reactants: FC1=C(C=C(C=C1)F)/C=C/CN1CC(C(CC1)CCCN1C(COC2=C1C=C(C=C2)C#N)=O)C(=O)OC (Methyl 1-[(2E)-3-(2,5-difluorophenyl)prop-2-en-1-yl]-4-[3-(6-cyano-3-oxo-2,3-dihydro-4H-1,4-benzoxazin-4-yl)propyl]piperidine-3-carboxylate), [OH-].[Na+] (sodium hydroxide), Cl (HCl). Run in CO (methanol), O (water). Reaction conditions: time 64 hour. Product: C(#N)C=1C=CC2=C(N(C(CO2)=O)CCCC2C(CN(CC2)C\C=C\C2=C(C=CC(=C2)F)F)C(=O)O)C1 (4-[3-(6-Cyano-3-oxo-2,3-dihydro-4H-1,4-benzoxazin-4-yl)propyl]-1-[(2E)-3-(2,5-difluorophenyl)prop-2-en-1-yl]piperidine-3-carboxylic acid). As a reaction SMILES: [F:1][C:2]1[CH:7]=[CH:6][C:5]([F:8])=[CH:4][C:3]=1/[CH:9]=[CH:10]/[CH2:11][N:12]1[CH2:17][CH2:16][CH:15]([CH2:18][CH2:19][CH2:20][N:21]2[C:26]3[CH:27]=[C:28]([C:31]#[N:32])[CH:29]=[CH:30][C:25]=3[O:24][CH2:23][C:22]2=[O:33])[CH:14]([C:34]([O:36]C)=[O:35])[CH2:13]1.[OH-].[Na+].Cl>CO.O>[C:31]([C:28]1[CH:29]=[CH:30][C:25]2[O:24][CH2:23][C:22](=[O:33])[N:21]([CH2:20][CH2:19][CH2:18][CH:15]3[CH2:16][CH2:17][N:12]([CH2:11]/[CH:10]=[CH:9]/[C:3]4[CH:4]=[C:5]([F:8])[CH:6]=[CH:7][C:2]=4[F:1])[CH2:13][CH:14]3[C:34]([OH:36])=[O:35])[C:26]=2[CH:27]=1)#[N:32] |f:1.2|. Procedure details: A solution of methyl 1-[(2E)-3-(2,5-difluorophenyl)prop-2-en-1-yl]-4H-[3-(6-cyano-3-oxo-2,3-dihydro-4H-1,4-benzoxazin-4-yl)propyl]piperidine-3-carboxylate (Example 64) (73 mg, 0.143 mmol) in methanol (12 mL) and water (5 mL) was treated with sodium hydroxide solution (1N, 1 mL). After 64 hours, the pH was adjusted to 6 with 1N HCl. The mixture was extracted with ethyl acetate (3×30 mL). The combined organic extracts were dried over magnesium sulfate and concentrated at reduced pressure. Chromato... Starting materials: CC=1C=C(C(=O)O)C=CC1[N+](=O)[O-] (3-methyl-4-nitrobenzoic acid), N[C@H](CO)CC1=CC=CC=C1 ((S)-2-amino-3-phenyl-1-propanol). As a reaction SMILES: [CH3:1][C:2]1[CH:3]=[C:4]([CH:8]=[CH:9][C:10]=1[N+:11]([O-:13])=[O:12])[C:5]([OH:7])=O.[NH2:14][C@@H:15]([CH2:18][C:19]1[CH:24]=[CH:23][CH:22]=[CH:21][CH:20]=1)[CH2:16][OH:17]>>[CH3:1][C:2]1[CH:3]=[C:4]([CH:8]=[CH:9][C:10]=1[N+:11]([O-:13])=[O:12])[C:5]([NH:14][CH:15]([CH2:18][C:19]1[CH:24]=[CH:23][CH:22]=[CH:21][CH:20]=1)[CH2:16][OH:17])=[O:7]. Isolated yield 82.0%. Procedure: 5 g (27.6 mmol) of 3-methyl-4-nitrobenzoic acid were reacted with (S)-2-amino-3-phenyl-1-propanol by the method of procedure 3c. 7.1 g (82%) of the product were obtained. The product is CC=1C=C(C(=O)NC(CO)CC2=CC=CC=C2)C=CC1[N+](=O)[O-] (3-Methyl-N-(3-phenylpropan-1-ol-2-yl )-4-nitrobenzamide). Reactants: Cl.O=C1CCC(C2=CC=CC=C12)N (1,2,3,4-tetrahydro-4-oxo-1-naphthylamine hydrochloride), [O-]C#N.[K+] (potassium cyanate). The solvent is O (water), O (water). Conditions: time 72 hour. Yields the product O=C1CCC(C2=CC=CC=C12)NC(=O)N (1,2,3,4-tetrahydro-4-oxo-1-naphthylurea). RXN SMILES: Cl.[O:2]=[C:3]1[C:12]2[C:7](=[CH:8][CH:9]=[CH:10][CH:11]=2)[CH:6]([NH2:13])[CH2:5][CH2:4]1.[O-:14][C:15]#[N:16].[K+]>O>[O:2]=[C:3]1[C:12]2[C:7](=[CH:8][CH:9]=[CH:10][CH:11]=2)[CH:6]([NH:13][C:15]([NH2:16])=[O:14])[CH2:5][CH2:4]1 |f:0.1,2.3|. Reported procedure: A sample of 26.55 g. of 1,2,3,4-tetrahydro-4-oxo-1-naphthylamine hydrochloride is dissolved in 250 ml. water and a solution of 21.8 g. of potassium cyanate in 75 ml. of water added. The reaction mixture is stirred for 72 hours, the precipitate formed in the reaction is collected by filtration and dried to afford 21.45 g. of the title compound, m.p. 225° C. (dec.).